Dataset: the Open Reaction Database (ORD), a public repository of structured organic reaction records. Task: describe an organic reaction: reactants, conditions, products, and yield Reactants: CN(C)CC=1N=C(SC1)NC(C)=O (N-(4-dimethylaminomethyl-thiazol-2-yl)-acetamide), Cl (HCl). Solvent: CCO (EtOH), O1CCOCC1 (dioxane). Run at temperature 50 celsius. Product: Cl.Cl.CN(C)CC=1N=C(SC1)N (4-dimethylaminomethyl-thiazol-2-ylamine dihydrochloride). As a reaction SMILES: [CH3:1][N:2]([CH2:4][C:5]1[N:6]=[C:7]([NH:10]C(=O)C)[S:8][CH:9]=1)[CH3:3].[ClH:14]>CCO.O1CCOCC1>[ClH:14].[ClH:14].[CH3:1][N:2]([CH2:4][C:5]1[N:6]=[C:7]([NH2:10])[S:8][CH:9]=1)[CH3:3] |f:4.5.6|. Procedure details: Dissolved N-(4-dimethylaminomethyl-thiazol-2-yl)-acetamide (274 mg, 1.38 mmol) in 5 mL of EtOH. Added 2 mL of 4 M HCl in dioxane and heated at 50° C. for 16 h. LC-MS analysis indicated complete acetyl removal. Concentrated to give 274 mg of 4-dimethylaminomethyl-thiazol-2-ylamine dihydrochloride. Reactants: N1=CC=CC=C1 (pyridine), CN(C=O)C (dimethylformamide), S(=O)(Cl)Cl (thionyl chloride), OCC=1CS[C@H]2N(C1C(=O)OC(C1=CC=CC=C1)C1=CC=CC=C1)C([C@H]2NC(CC2=CC=CC=C2)=O)=O (benzhydryl 3-hydroxymethyl-7β-phenylacetamido-3-cephem-4-carboxylate). Solvent: O1CCCC1 (tetrahydrofuran). Conditions: time 10 minute. The product is ClCC=1CS[C@H]2N(C1C(=O)OC(C1=CC=CC=C1)C1=CC=CC=C1)C([C@H]2NC(CC2=CC=CC=C2)=O)=O (Benzhydryl 3-chloromethyl-7β-phenylacetamido-3-cephem-4-carboxylate). As a reaction SMILES: N1C=CC=CC=1.CN(C)C=O.S(Cl)([Cl:14])=O.O[CH2:17][C:18]1[CH2:19][S:20][C@@H:21]2[C@H:41]([NH:42][C:43](=[O:51])[CH2:44][C:45]3[CH:50]=[CH:49][CH:48]=[CH:47][CH:46]=3)[C:40](=[O:52])[N:22]2[C:23]=1[C:24]([O:26][CH:27]([C:34]1[CH:39]=[CH:38][CH:37]=[CH:36][CH:35]=1)[C:28]1[CH:33]=[CH:32][CH:31]=[CH:30][CH:29]=1)=[O:25]>O1CCCC1>[Cl:14][CH2:17][C:18]1[CH2:19][S:20][C@@H:21]2[C@H:41]([NH:42][C:43](=[O:51])[CH2:44][C:45]3[CH:50]=[CH:49][CH:48]=[CH:47][CH:46]=3)[C:40](=[O:52])[N:22]2[C:23]=1[C:24]([O:26][CH:27]([C:34]1[CH:39]=[CH:38][CH:37]=[CH:36][CH:35]=1)[C:28]1[CH:33]=[CH:32][CH:31]=[CH:30][CH:29]=1)=[O:25]. Reported procedure: 24 ml (0.3 mol) of pyridine, 400 μl of dimethylformamide and 21.6 ml (0.3 mol) of thionyl chloride are added, while cooling in ice, to a solution of 103 g (0.2 mol) of benzhydryl 3-hydroxymethyl-7β-phenylacetamido-3-cephem-4-carboxylate (prepared according to, for example, Helv. Chim. Acta 57, 2044 (1974)) in 3.5 l of absolute tetrahydrofuran. After 10 minutes, the mixture is evaporated in a rotary evaporator, the residue is taken up in 2 l of ethyl acetate, and the solution is extracted by shak...